Dataset: the Open Reaction Database (ORD), a public repository of structured organic reaction records. Task: describe an organic reaction: reactants, conditions, products, and yield Reactants: C(C1=CC=CC=C1)OC1=CC2=C(C=C3C(C(=CNC3=C2)C#N)=O)C=C1OC (8-benzyloxy-7-methoxy-4-oxo-1,4-dihydrobenzo[g]quinoline-3-carbonitrile), P(=O)(Cl)(Cl)Cl (phosphorus oxychloride). The product is C(C1=CC=CC=C1)OC1=CC2=C(C=C3C(=C(C=NC3=C2)C#N)Cl)C=C1OC (8-(benzyloxy)-4-chloro-7-methoxybenzo[g]quinoline-3-carbonitrile). Yield: 97.9%. RXN SMILES: [CH2:1]([O:8][C:9]1[C:25]([O:26][CH3:27])=[CH:24][C:12]2[CH:13]=[C:14]3[C:19](=[CH:20][C:11]=2[CH:10]=1)[NH:18][CH:17]=[C:16]([C:21]#[N:22])[C:15]3=O)[C:2]1[CH:7]=[CH:6][CH:5]=[CH:4][CH:3]=1.P(Cl)(Cl)([Cl:30])=O>>[CH2:1]([O:8][C:9]1[C:25]([O:26][CH3:27])=[CH:24][C:12]2[CH:13]=[C:14]3[C:19](=[CH:20][C:11]=2[CH:10]=1)[N:18]=[CH:17][C:16]([C:21]#[N:22])=[C:15]3[Cl:30])[C:2]1[CH:7]=[CH:6][CH:5]=[CH:4][CH:3]=1. Reported procedure: A mixture of 8-benzyloxy-7-methoxy-4-oxo-1,4-dihydrobenzo[g]quinoline-3-carbonitrile (11.4 g, 31.9 mmol) and phosphorus oxychloride (147 g, 959 mmol) is heated under reflux for one hour. After cooling to room temperature, the reaction mixture is evaporated under vacuum to remove the volatiles. The residue is carefully slurried in cold saturated aqueous sodium bicarbonate solution (500 mL). The solids are collected by filtration, washed thoroughly with saturated aqueous sodium bicarbonate solutio... Starting materials: FC(C1=CC=C(C=C1)CC(=O)O)(F)F ([4-(trifluoromethyl)phenyl]acetic acid), CN(C=O)C (N,N-dimethylformamide), P(=O)(Cl)(Cl)Cl (phosphorus oxychloride), CN(C=O)C (N,N-dimethylformamide), [OH-].[Na+] (sodium hydroxide), C([O-])([O-])=O.[K+].[K+] (potassium carbonate). Reaction conditions: time 15 minute. Product: CN(C=C(C=O)C1=CC=C(C=C1)C(F)(F)F)C (3-(dimethylamino)-2-[4-(trifluoromethyl)phenyl]-2-propenal). Reaction SMILES: P(Cl)(Cl)(Cl)=O.[F:6][C:7]([F:19])([F:18])[C:8]1[CH:13]=[CH:12][C:11]([CH2:14][C:15]([OH:17])=O)=[CH:10][CH:9]=1.C(=O)([O-])[O-].[K+].[K+].[OH-].[Na+].[CH3:28][N:29]([CH3:32])[CH:30]=O>>[CH3:28][N:29]([CH3:32])[CH:30]=[C:14]([C:11]1[CH:10]=[CH:9][C:8]([C:7]([F:6])([F:19])[F:18])=[CH:13][CH:12]=1)[CH:15]=[O:17] |f:2.3.4,5.6|. Procedure: To 13.70 mL (146.95 mmol) of phosphorus oxychloride at 0° C. was added 13.92 mL (179.77 mmol) of anhydrous N,N-dimethylformamide dropwise. The resulting solution was stirred for 15 min at room temperature. Then, 10.00 g (48.98 mmol) of [4-(trifluoromethyl)phenyl]acetic acid in 24 mL of anhydrous N,N-dimethylformamide was added dropwise. The resulting mixture was stirred for 19 h at 70° C., and then poured onto ice. Following neutralization with potassium carbonate, 30 g of sodium hydroxide was a... Reactants: Cl.O=C1C=C(CCC1)NC1=C(C#N)C=CC=C1 (2-(3-oxocyclohexen-1-yl)aminobenzonitrile hydrochloride), C(=O)([O-])[O-].[K+].[K+] (K2CO3). Reagents/catalysts: Cl[Cu] (CuCl). Run in O1CCCC1 (tetrahydrofuran). The product is NC=1C2=CC=CC=C2N=C2CCCC(C12)=O (9-Amino-3,4-dihydroacridin-1(2H)-one). Yield: 41.4%. Reaction SMILES: Cl.[O:2]=[C:3]1[CH2:8][CH2:7][CH2:6][C:5]([NH:9][C:10]2[CH:17]=[CH:16][CH:15]=[CH:14][C:11]=2[C:12]#[N:13])=[CH:4]1.C([O-])([O-])=O.[K+].[K+]>O1CCCC1.Cl[Cu]>[NH2:13][C:12]1[C:11]2[C:10]([N:9]=[C:5]3[C:4]=1[C:3](=[O:2])[CH2:8][CH2:7][CH2:6]3)=[CH:17][CH:16]=[CH:15][CH:14]=2 |f:0.1,2.3.4|. Procedure details: In 2 liters of tetrahydrofuran were combined 219.3 g of 2-(3-oxocyclohexen-1-yl)aminobenzonitrile hydrochloride, 250 g (2 eq) of milled K2CO3, and 3 g of CuCl catalyst. The mechanically stirred mixture was refluxed 5 hours and then filtered hot to remove the inorganic salts. The filtrate was evaporated to a residue and the residue was recrystallized twice from isopropanol to yield 77.4 g (41%) of a powder, melting point 236°-238° C. Starting materials: C1(CC1)N(C(C1=CC=C(C=C1)C1=CN=CO1)=O)C1CCNCC1 (N-cyclopropyl-4-oxazol-5-yl-N-piperidin-4-yl-benzamide), ClC=1N=NC(=CC1)C1CC1 (3-chloro-6-cyclopropyl-pyridazine), C(=O)([O-])[O-].[K+].[K+] (K2CO3). Solvent: CN1C(CCC1)=O (N-methylpyrrolidinone). Product: C1(CC1)N(C(C1=CC=C(C=C1)C1=CN=CO1)=O)C1CCN(CC1)C=1N=NC(=CC1)C1CC1 (N-Cyclopropyl-N-[1-(6-cyclopropyl-pyridazin-3-yl)-piperidin-4-yl]-4-oxazol-5-yl-benzamide). Reaction SMILES: [CH:1]1([N:4]([CH:18]2[CH2:23][CH2:22][NH:21][CH2:20][CH2:19]2)[C:5](=[O:17])[C:6]2[CH:11]=[CH:10][C:9]([C:12]3[O:16][CH:15]=[N:14][CH:13]=3)=[CH:8][CH:7]=2)[CH2:3][CH2:2]1.Cl[C:25]1[N:26]=[N:27][C:28]([CH:31]2[CH2:33][CH2:32]2)=[CH:29][CH:30]=1.C([O-])([O-])=O.[K+].[K+]>CN1CCCC1=O>[CH:1]1([N:4]([CH:18]2[CH2:23][CH2:22][N:21]([C:25]3[N:26]=[N:27][C:28]([CH:31]4[CH2:33][CH2:32]4)=[CH:29][CH:30]=3)[CH2:20][CH2:19]2)[C:5](=[O:17])[C:6]2[CH:7]=[CH:8][C:9]([C:12]3[O:16][CH:15]=[N:14][CH:13]=3)=[CH:10][CH:11]=2)[CH2:3][CH2:2]1 |f:2.3.4|. Procedure: The title compound is prepared by reacting N-cyclopropyl-4-oxazol-5-yl-N-piperidin-4-yl-benzamide and 3-chloro-6-cyclopropyl-pyridazine in the presence of K2CO3 in N-methylpyrrolidinone at 200° C. in a microwave vessel. LC (method 15): tR=1.26 min; Mass spectrum (ESI+): m/z=430 [M+H]+. The reactants are [SiH3]O[SiH3] (silylether), O1CCCC1 (tetrahydrofuran), O.O.O.[F-].C(CCC)[N+](CCCC)(CCCC)CCCC (tetra-n-butylammonium fluoride trihydrate). Reaction conditions: time 2 hour. Product: FC(CCCCO)=CCC=CCCCCC=CCCCCC (5-fluoro-5,8,14-eicosatrienol). Yield: 88.0%. RXN SMILES: [SiH3]O[SiH3].O.O.O.[F-:7].C([N+]([CH2:21][CH2:22][CH2:23][CH3:24])(CCCC)CCCC)CCC.[O:25]1[CH2:29][CH2:28][CH2:27][CH2:26]1>>[F:7][C:21](=[CH:22][CH2:23][CH:24]=[CH:21][CH2:22][CH2:23][CH2:24][CH2:21][CH:22]=[CH:23][CH2:24][CH2:21][CH2:22][CH2:23][CH3:24])[CH2:29][CH2:28][CH2:27][CH2:26][OH:25] |f:1.2.3.4.5|. Procedure details: To a solution of the silylether prepared in 1N (237 mg, 0.43 mmole) in tetrahydrofuran (5 ml) was added tetra-n-butylammonium fluoride trihydrate (205 mg, 0.65 mmole). The mixture was stirred at room temperature for 2 hr. The solvent was evaporated under reduced pressure. The residue was dissolved in methylene chloride, washed with water and dried over sodium sulfate. Filtration and concentration under reduced pressure afforded an oil. Flash chromatography on silicagel and elution with a 15:95 m... Starting materials: BrCC1CC1, Brc1ccc2[nH]ncc2c1, [K+], [K+], O=C([O-])[O-], CN(C)C=O. Yields the product Brc1ccc2c(cnn2CC2CC2)c1. Reaction SMILES: [Br:11][CH2:12][CH:13]1[CH2:14][CH2:15]1.[Br:1][c:2]1[cH:3][c:4]2[cH:5][n:6][nH:7][c:8]2[cH:9][cH:10]1.[K+:16].[K+:17].[O-:18][C:19]([O-:20])=[O:21].[O:22]=[CH:23][N:24]([CH3:25])[CH3:26]>>[Br:1][c:2]1[cH:3][c:4]2[cH:5][n:6][n:7]([CH2:12][CH:13]3[CH2:14][CH2:15]3)[c:8]2[cH:9][cH:10]1.